Task: describe an organic reaction: reactants, conditions, products, and yield. Dataset: the Open Reaction Database (ORD), a public repository of structured organic reaction records Conditions: time 3 hour. Procedure: Combine methoxy-10-(4-methoxy-phenyl)-1,2,3,4,4a,9,10,10a-octahydro-phenanthren-9-carboxylic acid methyl ester (9.95 g, 26.15 mmol), NaOMe (0.283 g, 5.23 mmol), methanol (32 mL), and tetrahydrofuran (125 mL), and stir under nitrogen atmosphere at 40° C. After 3 hours, concentrate reaction to dryness and add ethyl acetate. Wash with water and then brine, dry the organic phase with anhydrous sodium sulfate and concentrate to yield the titled compound (10.03 g, 99%) as a yellow-white solid. TLC Rf=... The product is COC(=O)C1C2=CC=C(C=C2C2CCCCC2C1C1=CC=C(C=C1)OC)OC (6-Methoxy-10-(4-methoxy-phenyl)-1,2,3,4,4a,9,10,10a-octahydro-phenanthren-9-carboxylic acid methyl ester). RXN SMILES: [CH3:1][O:2][C:3]([CH:5]1[CH:18]([C:19]2[CH:24]=[CH:23][C:22](OC)=[CH:21][CH:20]=2)C2C(CCCC2OC)[C:11]2[C:6]1=[CH:7][CH:8]=[CH:9][CH:10]=2)=[O:4].[CH3:29][O-:30].[Na+].CO.O1[CH2:38][CH2:37][CH2:36][CH2:35]1.[C:39]([O:42][CH2:43][CH3:44])(=O)C>>[CH3:1][O:2][C:3]([CH:5]1[CH:18]([C:36]2[CH:35]=[CH:44][C:43]([O:42][CH3:39])=[CH:38][CH:37]=2)[CH:19]2[CH:24]([CH2:23][CH2:22][CH2:21][CH2:20]2)[C:11]2[C:6]1=[CH:7][CH:8]=[C:9]([O:30][CH3:29])[CH:10]=2)=[O:4] |f:1.2|. Yield: 99.0%. Starting materials: COC(=O)C1C2=CC=CC=C2C2CCCC(C2C1C1=CC=C(C=C1)OC)OC (methoxy-10-(4-methoxy-phenyl)-1,2,3,4,4a,9,10,10a-octahydro-phenanthren-9-carboxylic acid methyl ester), C[O-].[Na+] (NaOMe), CO (methanol), O1CCCC1 (tetrahydrofuran), C(C)(=O)OCC (ethyl acetate). Reactants: CC1=C(C(=O)C(=O)OCC)C=CC=C1 (ethyl 2-methylbenzoylformate), BrN1C(CCC1=O)=O (N-bromosuccinimide), C(C1=CC=CC=C1)(=O)OOC(C1=CC=CC=C1)=O (benzoyl peroxide), ice water, CCCCCC.C(C)(=O)OCC (hexane ethyl acetate). Run in C(Cl)(Cl)(Cl)Cl (carbon tetrachloride). The product is BrCC1=C(C(=O)C(=O)OCC)C=CC=C1 (ethyl 2-(bromomethyl)benzoylformate). Yield: 43.2%. Reaction SMILES: [CH3:1][C:2]1[CH:14]=[CH:13][CH:12]=[CH:11][C:3]=1[C:4]([C:6]([O:8][CH2:9][CH3:10])=[O:7])=[O:5].[Br:15]N1C(=O)CCC1=O.C(OOC(=O)C1C=CC=CC=1)(=O)C1C=CC=CC=1.CCCCCC.C(OCC)(=O)C>C(Cl)(Cl)(Cl)Cl>[Br:15][CH2:1][C:2]1[CH:14]=[CH:13][CH:12]=[CH:11][C:3]=1[C:4]([C:6]([O:8][CH2:9][CH3:10])=[O:7])=[O:5] |f:3.4|. Reported procedure: To a solution of ethyl 2-methylbenzoylformate (10 g) in carbon tetrachloride (200 ml) were added N-bromosuccinimide (10 g) and 25%-hydrous benzoyl peroxide (1 g) and the mixture was heated under reflux for 2 hours. The reaction mixture was cooled with ice-water and filtered through a pad of Celite. The filtrate was concentrated under reduced pressure to give a yellow oil. The oil was subjected to silica gel column chromatography (eluent: hexane/ethyl acetate=20/1) to give the desired ethyl 2-(br... The product is CCOC(=O)C=Cc1scc(-c2ccc(Cl)cc2OC)c1-c1ccc(NS(C)(=O)=O)cc1. As a reaction SMILES: [CH3:29][S:30]([Cl:31])(=[O:32])=[O:33].[Cl:34][CH2:35][Cl:36].[NH2:1][c:2]1[cH:3][cH:4][c:5](-[c:8]2[c:9]([CH:22]=[CH:23][C:24](=[O:25])[O:26][CH2:27][CH3:28])[s:10][cH:11][c:12]2-[c:13]2[c:14]([O:20][CH3:21])[cH:15][c:16]([Cl:19])[cH:17][cH:18]2)[cH:6][cH:7]1>>[NH:1]([c:2]1[cH:3][cH:4][c:5](-[c:8]2[c:9]([CH:22]=[CH:23][C:24](=[O:25])[O:26][CH2:27][CH3:28])[s:10][cH:11][c:12]2-[c:13]2[c:14]([O:20][CH3:21])[cH:15][c:16]([Cl:19])[cH:17][cH:18]2)[cH:6][cH:7]1)[S:30]([CH3:29])(=[O:32])=[O:33]. The reactants are CS(=O)(=O)Cl, ClCCl, CCOC(=O)C=Cc1scc(-c2ccc(Cl)cc2OC)c1-c1ccc(N)cc1.